From a dataset of the Open Reaction Database (ORD), a public repository of structured organic reaction records. describe an organic reaction: reactants, conditions, products, and yield Starting materials: C(C)(=S)O (thioacetic acid), ClC1=CC=C2C=CC(=NC2=C1)COC1=CC2=C(OCC3=C(C2O)C=CC=C3)C=C1 (2-(7-chloroquinolin-2-yl)methoxy-11-hydroxy-6,11-dihydrodibenz[b,e]oxepine), ice water. Run in FC(C(=O)O)(F)F (trifluoroacetic acid), C(Cl)Cl (methylene chloride). The product is C(C)(=O)SC1C2=C(OCC3=C1C=CC=C3)C=CC(=C2)OCC2=NC3=CC(=CC=C3C=C2)Cl (11-Acetylthio-2-(7-chloroquinolin-2-yl)methoxy-6,11-dihydrodibenz[b,e]oxepine). Reaction SMILES: [C:1]([OH:4])(=[S:3])[CH3:2].[Cl:5][C:6]1[CH:15]=[C:14]2[C:9]([CH:10]=[CH:11][C:12]([CH2:16][O:17][C:18]3[CH:33]=[CH:32][C:21]4[O:22][CH2:23][C:24]5[CH:31]=[CH:30][CH:29]=[CH:28][C:25]=5[CH:26](O)[C:20]=4[CH:19]=3)=[N:13]2)=[CH:8][CH:7]=1>FC(F)(F)C(O)=O.C(Cl)Cl>[C:1]([S:3][CH:26]1[C:25]2[CH:28]=[CH:29][CH:30]=[CH:31][C:24]=2[CH2:23][O:22][C:21]2[CH:32]=[CH:33][C:18]([O:17][CH2:16][C:12]3[CH:11]=[CH:10][C:9]4[C:14](=[CH:15][C:6]([Cl:5])=[CH:7][CH:8]=4)[N:13]=3)=[CH:19][C:20]1=2)(=[O:4])[CH3:2]. Procedure: Under ice cooling and stirring, 1.25 ml of thioacetic acid was added to 7.03 g of 2-(7-chloroquinolin-2-yl)methoxy-11-hydroxy-6,11-dihydrodibenz[b,e]oxepine obtained in Reference example 36 dissolved in a mixed solution of 58 ml of trifluoroacetic acid and 30 ml of methylene chloride and the mixture was stirred at the same temperature for 3 hours. 300 ml of ice water was added to the reaction mixture, crystals precipitated by neutralization with a 1N-sodium hydroxide aqueous solution were collec... Starting materials: COc1ccc(C2=NN(C3CCNCC3)C(=O)C2(C)C)cc1OC, Cc1ccc(C)c(C(=O)O)c1. The product is COc1ccc(C2=NN(C3CCN(C(=O)c4cc(C)ccc4C)CC3)C(=O)C2(C)C)cc1OC. Reaction SMILES: [CH3:1][O:2][c:3]1[cH:4][c:5]([C:11]2=[N:15][N:14]([CH:16]3[CH2:17][CH2:18][NH:19][CH2:20][CH2:21]3)[C:13](=[O:22])[C:12]2([CH3:23])[CH3:24])[cH:6][cH:7][c:8]1[O:9][CH3:10].[CH3:25][c:26]1[c:27]([C:28](=[O:29])[OH:30])[cH:31][c:32]([CH3:35])[cH:33][cH:34]1>>[CH3:1][O:2][c:3]1[cH:4][c:5]([C:11]2=[N:15][N:14]([CH:16]3[CH2:17][CH2:18][N:19]([C:28]([c:27]4[c:26]([CH3:25])[cH:34][cH:33][c:32]([CH3:35])[cH:31]4)=[O:29])[CH2:20][CH2:21]3)[C:13](=[O:22])[C:12]2([CH3:23])[CH3:24])[cH:6][cH:7][c:8]1[O:9][CH3:10]. Starting materials: N12CCN(CC1)CC2 (1,4-diazabicyclo[2,2,2]octane), C1(CC1)N1C=C(C(C2=CC(=C(C=C12)F)F)=O)C(=O)O (1-cyclopropyl-6,7-difluoro-1,4-dihydro-4-oxo-3-quinolinecarboxylic acid), Cl.Cl.C(C)(C)(C)N1CCNCC1 (1-(tert.-butyl)piperazine dihydrochloride). Solvent: N1=CC=CC=C1 (pyridine). Yields the product C(C)(C)(C)N1CCN(CC1)C1=C(C=C2C(C(=CN(C2=C1)C1CC1)C(=O)O)=O)F (7-(4-tert.-butyl-1-piperazinyl)-1-cyclopropyl-6-fluoro-1,4-dihydro-4-oxo-3-quinolinecarboxylic acid). Yield: 74.8%. RXN SMILES: N12CCN(CC1)CC2.[CH:9]1([N:12]2[C:21]3[C:16](=[CH:17][C:18]([F:23])=[C:19](F)[CH:20]=3)[C:15](=[O:24])[C:14]([C:25]([OH:27])=[O:26])=[CH:13]2)[CH2:11][CH2:10]1.Cl.Cl.[C:30]([N:34]1[CH2:39][CH2:38][NH:37][CH2:36][CH2:35]1)([CH3:33])([CH3:32])[CH3:31]>N1C=CC=CC=1>[C:30]([N:34]1[CH2:39][CH2:38][N:37]([C:19]2[CH:20]=[C:21]3[C:16]([C:15](=[O:24])[C:14]([C:25]([OH:27])=[O:26])=[CH:13][N:12]3[CH:9]3[CH2:11][CH2:10]3)=[CH:17][C:18]=2[F:23])[CH2:36][CH2:35]1)([CH3:33])([CH3:32])[CH3:31] |f:2.3.4|. Procedure: 2.2 g (20 mmol) of 1,4-diazabicyclo[2,2,2]octane are added to a mixture of 1.33 g (5 mmol) of 1-cyclopropyl-6,7-difluoro-1,4-dihydro-4-oxo-3-quinolinecarboxylic acid and 1.1 g (5 mmol) of 1-(tert.-butyl)piperazine dihydrochloride in 12.5 ml of pyridine, and the mixture is heated under reflux for 3 hours. It is concentrated in vacuo, the residue is stirred with 25 ml of water and the pH is brought to 5 with 2N hydrochloric acid. The precipitate which has separated out is filtered off with suction...